From a dataset of the Open Reaction Database (ORD), a public repository of structured organic reaction records. describe an organic reaction: reactants, conditions, products, and yield The reactants are CCC(NC(=O)c1c(C)c(-c2ccccc2)nc2ccccc12)c1ccccc1, ClC(Cl)(Cl)Cl, O=C1CCC(=O)N1Br. Yields the product CCC(NC(=O)c1c(CBr)c(-c2ccccc2)nc2ccccc12)c1ccccc1. Reaction SMILES: [CH3:1][c:2]1[c:3](-[c:24]2[cH:25][cH:26][cH:27][cH:28][cH:29]2)[n:4][c:5]2[cH:6][cH:7][cH:8][cH:9][c:10]2[c:11]1[C:12](=[O:13])[NH:14][CH:15]([CH2:16][CH3:17])[c:18]1[cH:19][cH:20][cH:21][cH:22][cH:23]1.[Cl:38][C:39]([Cl:40])([Cl:41])[Cl:42].[O:30]=[C:31]1[N:32]([Br:37])[C:33](=[O:34])[CH2:35][CH2:36]1>>[CH2:1]([c:2]1[c:3](-[c:24]2[cH:25][cH:26][cH:27][cH:28][cH:29]2)[n:4][c:5]2[cH:6][cH:7][cH:8][cH:9][c:10]2[c:11]1[C:12](=[O:13])[NH:14][CH:15]([CH2:16][CH3:17])[c:18]1[cH:19][cH:20][cH:21][cH:22][cH:23]1)[Br:37].